From a dataset of the Open Reaction Database (ORD), a public repository of structured organic reaction records. describe an organic reaction: reactants, conditions, products, and yield The reactants are O.NN (hydrazine monohydrate), ClC=1C=C2C(C(=O)NC2=O)=CC1 (4-chloro phthalimide), O (water). Solvent: C(C)O (ethanol). Reaction conditions: time 2 minute. The product is ClC=1C=C2C(C(=O)N(C2=O)N)=CC1 (4-chloro-N-amino-phthalimide). The yield is 20.3%. RXN SMILES: [Cl:1][C:2]1[CH:3]=[C:4]2[C:9](=[O:10])[NH:8][C:6](=[O:7])[C:5]2=[CH:11][CH:12]=1.O.[NH2:14]N.O>C(O)C>[Cl:1][C:2]1[CH:3]=[C:4]2[C:9](=[O:10])[N:8]([NH2:14])[C:6](=[O:7])[C:5]2=[CH:11][CH:12]=1 |f:1.2|. Procedure: To a cooled mixture of 1.81 g (10 mmol) 4-chloro phthalimide in 20 mL ethanol (96%) was added 0.5 mL (10 mmol) hydrazine monohydrate. The reaction mixture was stirred for 2 min. at room temperature and 2 min. at reflux. By adding 50 mL cold water pale yellow crystals formed after 1 h. Resulting crystals was filtered and recrystallized from ethanol to give 0.4 g (20%)4-chloro-N-amino-phthalimide :top 172°-175° C.; 1H NMR (200 MHz, DMSO-d6) d 4.90 (s, 2H, NH2), 7.82-7.92 (m, 3H, C6H3); it solidifi... Starting materials: ClC1=CC=C2C(=CN(C2=C1)CC(=O)O)C(=O)N1CCC(CC1)C1=C(C=CC=C1)F ({6-chloro-3-[4-(2-fluoro-phenyl)-piperidine-1-carbonyl]-indol-1-yl}-acetic acid), C(C)(C)(C)OC(=O)N1CCNCC1 (piperazine-1-carboxylic acid tert-butyl ester). Product: Cl (HCl), Cl.ClC1=CC=C2C(=CN(C2=C1)CC(=O)N1CCNCC1)C(=O)N1CCC(CC1)C1=C(C=CC=C1)F (2-{6-Chloro-3-[4-(2-fluoro-phenyl)-piperidine-1-carbonyl]-indol-1-yl}-1-piperazin-1-yl-ethanone hydrochloride). RXN SMILES: [Cl:1][C:2]1[CH:10]=[C:9]2[C:5]([C:6]([C:15]([N:17]3[CH2:22][CH2:21][CH:20]([C:23]4[CH:28]=[CH:27][CH:26]=[CH:25][C:24]=4[F:29])[CH2:19][CH2:18]3)=[O:16])=[CH:7][N:8]2[CH2:11][C:12](O)=[O:13])=[CH:4][CH:3]=1.C(OC([N:37]1[CH2:42][CH2:41][NH:40][CH2:39][CH2:38]1)=O)(C)(C)C>>[ClH:1].[ClH:1].[Cl:1][C:2]1[CH:10]=[C:9]2[C:5]([C:6]([C:15]([N:17]3[CH2:22][CH2:21][CH:20]([C:23]4[CH:28]=[CH:27][CH:26]=[CH:25][C:24]=4[F:29])[CH2:19][CH2:18]3)=[O:16])=[CH:7][N:8]2[CH2:11][C:12]([N:37]2[CH2:42][CH2:41][NH:40][CH2:39][CH2:38]2)=[O:13])=[CH:4][CH:3]=1 |f:3.4|. Procedure: Following general procedure I, the coupling of {6-chloro-3-[4-(2-fluoro-phenyl)-piperidine-1-carbonyl]-indol-1-yl}-acetic acid (preparation described herein), with (commercially available) piperazine-1-carboxylic acid tert-butyl ester gave, after treatment with HCl, gave the title compound. Reactants: O=C([O-])[O-], CN(C)C=O, O=S(=O)(OCC(F)(F)F)C(F)(F)F, [K+], [K+], CCCc1nc(N2CCc3ccccc3CC2)c(C#N)c(=O)[nH]1. Product: CCCc1nc(N2CCc3ccccc3CC2)c(C#N)c(=O)n1CC(F)(F)F. As a reaction SMILES: [C:37](=[O:38])([O-:39])[O-:40].[CH3:43][N:44]([CH3:45])[CH:46]=[O:47].[F:24][C:25]([F:26])([F:27])[S:28]([O:29][CH2:30][C:31]([F:32])([F:33])[F:34])(=[O:35])=[O:36].[K+:41].[K+:42].[O:1]=[c:2]1[c:3]([C:22]#[N:23])[c:4]([N:11]2[CH2:12][CH2:13][c:14]3[c:15]([cH:18][cH:19][cH:20][cH:21]3)[CH2:16][CH2:17]2)[n:5][c:6]([CH2:8][CH2:9][CH3:10])[nH:7]1>>[O:1]=[c:2]1[c:3]([C:22]#[N:23])[c:4]([N:11]2[CH2:12][CH2:13][c:14]3[c:15]([cH:18][cH:19][cH:20][cH:21]3)[CH2:16][CH2:17]2)[n:5][c:6]([CH2:8][CH2:9][CH3:10])[n:7]1[CH2:30][C:31]([F:32])([F:33])[F:34]. The reactants are C(C)OC(=C)C=1C=CC=2N(N1)C(=CN2)CC=2C=C1C=NN(C1=CC2)C (6-(1-ethoxy-vinyl)-3-(1-methyl-1H-indazol-5-ylmethyl)-imidazo[1,2-b]pyridazine), Cl (HCl). Run in CC(=O)O (AcOH). Yields the product CN1N=CC2=CC(=CC=C12)CC1=CN=C2N1N=C(C=C2)C(C)=O (1-(3-((1-Methyl-1H-indazol-5-yl)methyl)imidazo[1,2-b]pyridazin-6-yl)ethanone). As a reaction SMILES: C([O:3][C:4]([C:6]1[CH:7]=[CH:8][C:9]2[N:10]([C:12]([CH2:15][C:16]3[CH:17]=[C:18]4[C:22](=[CH:23][CH:24]=3)[N:21]([CH3:25])[N:20]=[CH:19]4)=[CH:13][N:14]=2)[N:11]=1)=[CH2:5])C.Cl>CC(O)=O>[CH3:25][N:21]1[C:22]2[C:18](=[CH:17][C:16]([CH2:15][C:12]3[N:10]4[N:11]=[C:6]([C:4](=[O:3])[CH3:5])[CH:7]=[CH:8][C:9]4=[N:14][CH:13]=3)=[CH:24][CH:23]=2)[CH:19]=[N:20]1. Procedure: A solution of 6-(1-ethoxy-vinyl)-3-(1-methyl-1H-indazol-5-ylmethyl)-imidazo[1,2-b]pyridazine (50 mg, 0.15 mmol) and HCl (0.15 mL, 0.15 mmol) in 10 mL AcOH was heated at 50° C. for 3 hour. The solvent was removed under reduced pressure. The residue was diluted with water and adjusted the pH value of solution to around 8 with aqueous NaHCO3, extracted with DCM three times. Organic layers were combined, dried over Na2SO4 and concentrated. The crude product was used in the next step without purifica... The reactants are O=C([O-])[O-], [Cs+], [Cs+], O=[N+]([O-])c1ccc(F)nc1, CN(C)C=O, O, c1nc[nH]n1. Yields the product O=[N+]([O-])c1ccc(-n2cncn2)nc1. As a reaction SMILES: [C:16](=[O:17])([O-:18])[O-:19].[Cs+:20].[Cs+:21].[F:1][c:2]1[n:3][cH:4][c:5]([N+:8](=[O:9])[O-:10])[cH:6][cH:7]1.[O:23]=[CH:24][N:25]([CH3:26])[CH3:27].[OH2:22].[nH:11]1[n:12][cH:13][n:14][cH:15]1>>[c:2]1(-[n:11]2[n:12][cH:13][n:14][cH:15]2)[n:3][cH:4][c:5]([N+:8](=[O:9])[O-:10])[cH:6][cH:7]1. Starting materials: CN([SiH](C)C)[Si](C)(C)C, NNc1ccccc1, N, O=C1NS(=O)(=O)c2ccccc21. Yields the product C[Si](C)(C)NNc1ccccc1. Reaction SMILES: [CH3:21][SiH:22]([CH3:23])[N:28]([Si:24]([CH3:25])([CH3:26])[CH3:27])[CH3:29].[NH2:13][NH:14][c:15]1[cH:16][cH:17][cH:18][cH:19][cH:20]1.[NH3:30].[O:1]=[C:2]1[c:3]2[c:4]([cH:5][cH:6][cH:7][cH:8]2)[S:9](=[O:10])(=[O:11])[NH:12]1>>[NH:13]([NH:14][c:15]1[cH:16][cH:17][cH:18][cH:19][cH:20]1)[Si:24]([CH3:25])([CH3:26])[CH3:27]. The solvent is O (water). Reported procedure: 3-Carboxybenzaldehyde (25 g, 0.167 mol) and K2CO3 (69 g, 0.499 mol) were added to water (250 mL) and cooled to 0-5° C. Trimethyl phosphonoacetate (32.3 mL, 0.2 mol) was charged dropwise maintaining the reaction temperature below 15° C. The reaction was warmed and stirred at RT for 17 h. The mixture was acidified to pH˜1, filtered and dried in vacuo to afford the product as an off-white solid (37.25 g, >100%—slightly wet). 1H NMR (300 MHz, CD3OD) δ: 8.23 (1H, s), 8.06 (1H, d, J=7.8 Hz), 7.86 (1H,... The reactants are C(=O)(O)C=1C=C(C=O)C=CC1 (3-Carboxybenzaldehyde), C(=O)([O-])[O-].[K+].[K+] (K2CO3), COC(=O)CP(=O)(OC)OC (Trimethyl phosphonoacetate). Reaction conditions: temperature 2.5 celsius, time 17 hour. The product is COC(/C=C/C=1C=C(C(=O)O)C=CC1)=O (3-[(1E)-3-methoxy-3-oxoprop-1-en-1-yl]benzoic acid). Reaction SMILES: [C:1]([C:4]1[CH:5]=[C:6]([CH:9]=[CH:10][CH:11]=1)[CH:7]=O)([OH:3])=[O:2].C([O-])([O-])=O.[K+].[K+].[CH3:18][O:19][C:20]([CH2:22]P(OC)(OC)=O)=[O:21]>O>[CH3:18][O:19][C:20](=[O:21])/[CH:22]=[CH:7]/[C:6]1[CH:5]=[C:4]([CH:11]=[CH:10][CH:9]=1)[C:1]([OH:3])=[O:2] |f:1.2.3|.